The task is: describe an organic reaction: reactants, conditions, products, and yield. This data is from the Open Reaction Database (ORD), a public repository of structured organic reaction records. Reactants: [C-]#N, CCCCc1nc(-c2ccc(C(F)(F)F)cc2)sc1COc1ccc(CCl)c(Cl)c1, CCCC[N+](CCCC)(CCCC)CCCC, CCOC(C)=O, CC#N, [Na+], O=C([O-])O. Product: CCCCc1nc(-c2ccc(C(F)(F)F)cc2)sc1COc1ccc(CC#N)c(Cl)c1. As a reaction SMILES: [C-:45]#[N:46].[CH2:1]([CH2:2][CH2:3][CH3:4])[c:5]1[n:6][c:7](-[c:21]2[cH:22][cH:23][c:24]([C:27]([F:28])([F:29])[F:30])[cH:25][cH:26]2)[s:8][c:9]1[CH2:10][O:11][c:12]1[cH:13][c:14]([Cl:20])[c:15]([CH2:18][Cl:19])[cH:16][cH:17]1.[CH2:47]([N+:48]([CH2:49][CH2:50][CH2:51][CH3:52])([CH2:53][CH2:54][CH2:55][CH3:56])[CH2:57][CH2:58][CH2:59][CH3:60])[CH2:61][CH2:62][CH3:63].[CH3:36][CH2:37][O:38][C:39](=[O:40])[CH3:41].[CH3:42][C:43]#[N:44].[Na+:35].[O-:31][C:32]([OH:33])=[O:34]>>[CH2:1]([CH2:2][CH2:3][CH3:4])[c:5]1[n:6][c:7](-[c:21]2[cH:22][cH:23][c:24]([C:27]([F:28])([F:29])[F:30])[cH:25][cH:26]2)[s:8][c:9]1[CH2:10][O:11][c:12]1[cH:13][c:14]([Cl:20])[c:15]([CH2:18][C:43]#[N:44])[cH:16][cH:17]1.